This data is from the Open Reaction Database (ORD), a public repository of structured organic reaction records. The task is: describe an organic reaction: reactants, conditions, products, and yield Reactants: CCO, COCCOc1ccc(C=NOC)cc1O, Cl. Yields the product COCCOc1ccc(CN)cc1O. Reaction SMILES: [CH3:18][CH2:19][OH:20].[CH3:1][O:2][N:3]=[CH:4][c:5]1[cH:6][c:7]([OH:16])[c:8]([O:11][CH2:12][CH2:13][O:14][CH3:15])[cH:9][cH:10]1.[ClH:17]>>[NH2:3][CH2:4][c:5]1[cH:6][c:7]([OH:16])[c:8]([O:11][CH2:12][CH2:13][O:14][CH3:15])[cH:9][cH:10]1. The reactants are O (Water), [Si](C1=CC=CC=C1)(C1=CC=CC=C1)(C(C)(C)C)OC[C@@H]1CCC(S1)N1C2=NC(=NC(=C2N=C1)N)N (9-(5-O-t-Butyldiphenylsilyl-4-thio-2,3-dideoxy-D-ribofuranosyl)-2,6-diaminopurine), C(C)(=O)O (acetic acid), [F-].C(CCC)[N+](CCCC)(CCCC)CCCC (tetrabutylammonium fluoride). Run in C(C)OCC (ethyl ether), C1CCOC1 (THF), O1CCCC1 (tetrahydrofuran). Conditions: time 5 minute. Yields the product C1(CC[C@H](S1)CO)N1C2=NC(=NC(=C2N=C1)N)N (9-(4-Thio-2,3-dideoxy-D-ribofuranosyl)-2,6diaminopurine). Isolated yield 73.2%. Reaction SMILES: [Si]([O:18][CH2:19][C@H:20]1[S:24][CH:23]([N:25]2[CH:33]=[N:32][C:31]3[C:26]2=[N:27][C:28]([NH2:35])=[N:29][C:30]=3[NH2:34])[CH2:22][CH2:21]1)(C(C)(C)C)(C1C=CC=CC=1)C1C=CC=CC=1.C(O)(=O)C.[F-].C([N+](CCCC)(CCCC)CCCC)CCC.O>O1CCCC1.C(OCC)C>[CH:23]1([N:25]2[CH:33]=[N:32][C:31]3[C:26]2=[N:27][C:28]([NH2:35])=[N:29][C:30]=3[NH2:34])[S:24][C@H:20]([CH2:19][OH:18])[CH2:21][CH2:22]1 |f:2.3|. Reported procedure: A mixture of 16 (50 mg, 0.1 mmol), acetic acid (7 μL, 0.12 mmol), and 0.17 mL of 1 M tetrabutylammonium fluoride in THF (0.17 mmol) was stirred in 10 mL tetrahydrofuran overnight. Water (2 mL) and 15 mL ethyl ether were added followed by stirring for 5 minutes. The organic phase was extracted with 2 mL water and then the combined aqueous solution was washed with 15 mL ethyl ether. The aqueous extract was concentrated in vacuo to 1 mL and then applied to a 4-mL Dowex 1×4 100-200 (-3OH) column to ... Starting materials: ClC1=CC=C(C=C1)C1=C(C=2N(C=C1)C(N(N2)CC=2C(=NC(=CC2)C(F)(F)F)C(=O)O)=O)C2=CC=NC=C2 (3-((7-(4-chlorophenyl)-3-oxo-8-(pyridin-4-yl)-[1,2,4]triazolo[4,3-a]pyridin-2(3H)-yl)methyl)-6-(trifluoromethyl)picolinic acid), S(=O)(Cl)Cl (thionyl chloride). The solvent is C(CCl)Cl (ClCH2CH2Cl). Run at temperature 80 celsius, time 1 hour. The product is ClC1=CC=C(C=C1)C1=C(C=2N(C=C1)C(N(N2)CC=2C(=NC(=CC2)C(F)(F)F)C(=O)Cl)=O)C2=CC=NC=C2 (3-((7-(4-chlorophenyl)-3-oxo-8-(pyridin-4-yl)-[1,2,4]triazolo[4,3-a]pyridin-2(3H)-yl)methyl)-6-(trifluoromethyl)picolinoyl chloride). RXN SMILES: [Cl:1][C:2]1[CH:7]=[CH:6][C:5]([C:8]2[CH:13]=[CH:12][N:11]3[C:14](=[O:31])[N:15]([CH2:17][C:18]4[C:19]([C:28]([OH:30])=O)=[N:20][C:21]([C:24]([F:27])([F:26])[F:25])=[CH:22][CH:23]=4)[N:16]=[C:10]3[C:9]=2[C:32]2[CH:37]=[CH:36][N:35]=[CH:34][CH:33]=2)=[CH:4][CH:3]=1.S(Cl)([Cl:40])=O>C(Cl)CCl>[Cl:1][C:2]1[CH:3]=[CH:4][C:5]([C:8]2[CH:13]=[CH:12][N:11]3[C:14](=[O:31])[N:15]([CH2:17][C:18]4[C:19]([C:28]([Cl:40])=[O:30])=[N:20][C:21]([C:24]([F:26])([F:27])[F:25])=[CH:22][CH:23]=4)[N:16]=[C:10]3[C:9]=2[C:32]2[CH:37]=[CH:36][N:35]=[CH:34][CH:33]=2)=[CH:6][CH:7]=1. Reported procedure: To a stirring solution of 3-((7-(4-chlorophenyl)-3-oxo-8-(pyridin-4-yl)-[1,2,4]triazolo[4,3-a]pyridin-2(3H)-yl)methyl)-6-(trifluoromethyl)picolinic acid (71 mg, 0.133 mmol) in anhydrous ClCH2CH2Cl (1 mL) at room temperature was added dropwise thionyl chloride (2 mL). The mixture was then stirred at 80° C. for 1 h. After cooling to room temperature, the reaction mixture was concentrated under reduced pressure. The residue was evaporated with toluene (5 mL×2), and dried in high vacuum to afford th... Reactants: O=C([O-])[O-], ClCCl, Cc1cc(F)cc(C)c1CC(Br)c1ccccc1, CC#N, [K+], [K+], Cc1nc2cccc(N)c2[nH]1, O. Product: Cc1nc2cccc(NCc3c(C)cc(F)cc3C)c2[nH]1. RXN SMILES: [C:30](=[O:31])([O-:32])[O-:33].[CH2:36]([Cl:37])[Cl:38].[CH3:12][c:13]1[c:14]([CH2:15][CH:16]([Br:17])[c:18]2[cH:19][cH:20][cH:21][cH:22][cH:23]2)[c:24]([CH3:29])[cH:25][c:26]([F:28])[cH:27]1.[CH3:39][C:40]#[N:41].[K+:34].[K+:35].[NH2:1][c:2]1[cH:3][cH:4][cH:5][c:6]2[n:7][c:8]([CH3:11])[nH:9][c:10]12.[OH2:42]>>[NH:1]([c:2]1[cH:3][cH:4][cH:5][c:6]2[n:7][c:8]([CH3:11])[nH:9][c:10]12)[CH2:15][c:14]1[c:13]([CH3:12])[cH:27][c:26]([F:28])[cH:25][c:24]1[CH3:29]. The reactants are [BH4-], CCO, [Na+], O=C(O)CC(O)(CC(=O)O)C(=O)O, CC(c1ccccc1)N1CC(C(=O)c2ccccc2)CC1=O. Product: CC(c1ccccc1)N1CC(C(O)c2ccccc2)CC1=O. As a reaction SMILES: [BH4-:1].[CH3:38][CH2:39][OH:40].[Na+:2].[OH:25][C:26]([CH2:27][C:28]([C:29](=[O:30])[OH:31])([CH2:32][C:33](=[O:34])[OH:35])[OH:36])=[O:37].[c:3]1([C:9](=[O:10])[CH:11]2[CH2:12][C:13](=[O:24])[N:14]([CH:16]([CH3:17])[c:18]3[cH:19][cH:20][cH:21][cH:22][cH:23]3)[CH2:15]2)[cH:4][cH:5][cH:6][cH:7][cH:8]1>>[c:3]1([CH:9]([OH:10])[CH:11]2[CH2:12][C:13](=[O:24])[N:14]([CH:16]([CH3:17])[c:18]3[cH:19][cH:20][cH:21][cH:22][cH:23]3)[CH2:15]2)[cH:4][cH:5][cH:6][cH:7][cH:8]1.